Dataset: the Open Reaction Database (ORD), a public repository of structured organic reaction records. Task: describe an organic reaction: reactants, conditions, products, and yield Starting materials: CC(C)(C)NC(=O)C1CCC2C3CCC4=CC(=O)CCC4(C)C3CCC12C, CO, ClCCl, [Na+], [OH-], O, OO. The product is CC(C)(C)NC(=O)C1CCC2C3CCC45OC4C(=O)CCC5(C)C3CCC12C. As a reaction SMILES: [CH3:1][C:2]([CH3:3])([CH3:4])[NH:5][C:6](=[O:7])[CH:8]1[C:9]2([CH3:10])[CH:11]([CH2:12][CH2:13]1)[CH:14]1[CH2:15][CH2:16][C:17]3=[CH:18][C:19](=[O:27])[CH2:20][CH2:21][C:22]3([CH3:23])[CH:24]1[CH2:25][CH2:26]2.[CH3:32][OH:33].[Cl:34][CH2:35][Cl:36].[Na+:31].[OH-:30].[OH2:37].[OH:28][OH:29]>>[CH3:1][C:2]([CH3:3])([CH3:4])[NH:5][C:6](=[O:7])[CH:8]1[C:9]2([CH3:10])[CH:11]([CH2:12][CH2:13]1)[CH:14]1[CH2:15][CH2:16][C:17]34[CH:18]([C:19](=[O:27])[CH2:20][CH2:21][C:22]3([CH3:23])[CH:24]1[CH2:25][CH2:26]2)[O:28]4. Reactants: [H-].[Al+3].[Li+].[H-].[H-].[H-] (Lithium aluminium hydride), ClC=1C=C(C(=O)O)C=C(C1)OC (3-chloro-5-methoxybenzoic acid). The solvent is C1CCOC1 (THF), Cl (HCl). Reaction conditions: time 2 hour. The product is ClC=1C=C(C=C(C1)OC)CO ((3-chloro-5-methoxyphenyl)methanol). The yield is 101.5%. RXN SMILES: [H-].[Al+3].[Li+].[H-].[H-].[H-].[Cl:7][C:8]1[CH:9]=[C:10]([CH:14]=[C:15]([O:17][CH3:18])[CH:16]=1)[C:11](O)=[O:12]>C1COCC1.Cl>[Cl:7][C:8]1[CH:9]=[C:10]([CH2:11][OH:12])[CH:14]=[C:15]([O:17][CH3:18])[CH:16]=1 |f:0.1.2.3.4.5|. Reported procedure: Lithium aluminium hydride (1M in THF, 8.76 ml) was added dropwise to a stirred solution of the product of step (i) (1.63 g) in THF (40 ml) and stirred for 2 h. The reaction was diluted with 2 M HCl and extracted with ethyl acetate. The organic layer was washed with aqueous sodium hydrogen carbonate, dried (MgSO4) and evaporated under reduced pressure to give the subtitle compound (1.53 g). Reactants: BrC=1C=2C3=C(N(C2C=CC1)CC(=O)NC=1SC=C(N1)C)CCN(CC3)C(=O)OC(C)(C)C (tert-Butyl 10-bromo-6-{2-[(4-methyl-1,3-thiazol-2-yl)amino]-2-oxoethyl}-1,4,5,6-tetrahydroazepino[4,5-b]indole-3(2H)-carboxylate), C(F)(F)(F)C(=O)O (CF3CO2H). Run in C(Cl)Cl (CH2Cl2). Reaction conditions: time 46 hour. Yields the product BrC=1C=2C3=C(N(C2C=CC1)CC(=O)NC=1SC=C(N1)C)CCNCC3 (2-(10-bromo-2,3,4,5-tetrahydroazepino[4,5-b]indol-6(1H)-yl)-N-(4-methyl-1,3-thiazol-2-yl)acetamide). Yield: 28.0%. RXN SMILES: [Br:1][C:2]1[C:3]2[C:4]3[CH2:25][CH2:24][N:23](C(OC(C)(C)C)=O)[CH2:22][CH2:21][C:5]=3[N:6]([CH2:11][C:12]([NH:14][C:15]3[S:16][CH:17]=[C:18]([CH3:20])[N:19]=3)=[O:13])[C:7]=2[CH:8]=[CH:9][CH:10]=1.C(C(O)=O)(F)(F)F>C(Cl)Cl>[Br:1][C:2]1[C:3]2[C:4]3[CH2:25][CH2:24][NH:23][CH2:22][CH2:21][C:5]=3[N:6]([CH2:11][C:12]([NH:14][C:15]3[S:16][CH:17]=[C:18]([CH3:20])[N:19]=3)=[O:13])[C:7]=2[CH:8]=[CH:9][CH:10]=1. Procedure details: tert-Butyl 10-bromo-6-{2-[(4-methyl-1,3-thiazol-2-yl)amino]-2-oxoethyl}-1,4,5,6-tetrahydroazepino[4,5-b]indole-3(2H)-carboxylate (0.13 g, 0.24 mmol) was dissolved in CH2Cl2 (5 mL). CF3CO2H (0.5 mL, 0.74 g, 6.5 mmol) was added. The reaction mixture was stirred at rt under N2 for 46 h. The reaction mixture was partitioned between 1N NaOH (60 mL) and EtOAc (350 mL). The aqueous layer was back extracted with EtOAc (100 mL). The combined organic layers were washed with brine (25 mL), dried over MgSO4... Reactants: Cl (Hydrochloric acid), C1(=C(C(=CC(=C1)C)C)S(=O)(=O)N1C(=NC(=C1)C=O)C1=CC=CC=C1)C (1-(Mesitylsulfonyl)-2-phenyl-1H-imidazole-4-carbaldehyde), CO.CN (methylamine methanol), [BH4-].[Na+] (Sodium borohydride), C(O)([O-])=O.[Na+] (sodium hydrogen carbonate). Run in CO (methanol). Run at time 30 minute. Product: C1(=C(C(=CC(=C1)C)C)S(=O)(=O)N1C(=NC(=C1)CNC)C1=CC=CC=C1)C (1-[1-(mesitylsulfonyl)-2-phenyl-1H-imidazol-4-yl]-N-methylmethanamine). The yield is 64.1%. As a reaction SMILES: [C:1]1([CH3:25])[CH:6]=[C:5]([CH3:7])[CH:4]=[C:3]([CH3:8])[C:2]=1[S:9]([N:12]1[CH:16]=[C:15]([CH:17]=O)[N:14]=[C:13]1[C:19]1[CH:24]=[CH:23][CH:22]=[CH:21][CH:20]=1)(=[O:11])=[O:10].CO.[CH3:28][NH2:29].[BH4-].[Na+].Cl.C(=O)([O-])O.[Na+]>CO>[C:1]1([CH3:25])[CH:6]=[C:5]([CH3:7])[CH:4]=[C:3]([CH3:8])[C:2]=1[S:9]([N:12]1[CH:16]=[C:15]([CH2:17][NH:29][CH3:28])[N:14]=[C:13]1[C:19]1[CH:24]=[CH:23][CH:22]=[CH:21][CH:20]=1)(=[O:11])=[O:10] |f:1.2,3.4,6.7|. Reported procedure: 1-(Mesitylsulfonyl)-2-phenyl-1H-imidazole-4-carbaldehyde (2.20 g) was dissolved in methanol (30 mL), 40% methylamine methanol solution (1.45 g) was added at room temperature, and the mixture was stirred for 30 min. Sodium borohydride (353 mg) was added at 5-10° C., and the mixture was stirred for 30 min. 1 mol/L Hydrochloric acid (15 mL) was added at the same temperature, and the mixture was further stirred for 30 min. The reaction mixture was alkalified with saturated aqueous sodium hydrogen ca...